The task is: describe an organic reaction: reactants, conditions, products, and yield. This data is from the Open Reaction Database (ORD), a public repository of structured organic reaction records. The reactants are COC(\C=C\C=1C=C2C(CC3(CNCC3)OC2=CC1)=O)=O ((−)-(E)-3-[4-Oxo-spiro(chromane-2,3′-pyrrolidine)-6-yl]-acrylic acid methyl ester), C(C1=CC=CC=C1)=O (benzaldehyde), [BH-](OC(=O)C)(OC(=O)C)OC(=O)C.[Na+] (NaBH(OAc)3). The product is COC(\C=C\C=1C=C2C(CC3(CN(CC3)CC3=CC=CC=C3)OC2=CC1)=O)=O ((+)-(E)-3-[1′benzyl-4-oxo-spiro(chromane-2,3′-pyrrolidine)-6-yl]-acrylic acid methyl ester). RXN SMILES: [CH3:1][O:2][C:3](=[O:21])/[CH:4]=[CH:5]/[C:6]1[CH:7]=[C:8]2[C:17](=[CH:18][CH:19]=1)[O:16][C:11]1([CH2:15][CH2:14][NH:13][CH2:12]1)[CH2:10][C:9]2=[O:20].[CH:22](=O)[C:23]1[CH:28]=[CH:27][CH:26]=[CH:25][CH:24]=1.[BH-](OC(C)=O)(OC(C)=O)OC(C)=O.[Na+]>>[CH3:1][O:2][C:3](=[O:21])/[CH:4]=[CH:5]/[C:6]1[CH:7]=[C:8]2[C:17](=[CH:18][CH:19]=1)[O:16][C:11]1([CH2:15][CH2:14][N:13]([CH2:22][C:23]3[CH:28]=[CH:27][CH:26]=[CH:25][CH:24]=3)[CH2:12]1)[CH2:10][C:9]2=[O:20] |f:2.3|. Reported procedure: (−)-(E)-3-[4-Oxo-spiro(chromane-2,3′-pyrrolidine)-6-yl]-acrylic acid methyl ester (110 mg, 0.38 mmol) was treated with benzaldehyde and NaBH(OAc)3 according to the procedure used for Example 2, Step A to give (+)-(E)-3-[1′benzyl-4-oxo-spiro(chromane-2,3′-pyrrolidine)-6-yl]-acrylic acid methyl ester (45 mg). Starting materials: C(C(=C)C)(=O)O[Si](C)(C)C (trimethylsilyl methacrylate), b-benzyl methacrylate, C(C(=C)C)(=O)O.CCOC(COCCOCCO)O (b-ethoxytriethylene glycol methacrylate), [F-].C(CCC)[N+](CCCC)(CCCC)CCCC (tetrabutylammonium fluoride). Solvent: C1CCOC1 (THF). Product: C(C(=C)C)(=O)O (methacrylic acid), b-benzyl methacrylate, C(C(=C)C)(=O)O.CCOC(COCCOCCO)O (b-ethoxytriethylene glycol methacrylate). As a reaction SMILES: [C:1]([O:6][Si](C)(C)C)(=[O:5])[C:2]([CH3:4])=[CH2:3].[C:11]([OH:16])(=[O:15])[C:12]([CH3:14])=[CH2:13].[CH3:17][CH2:18][O:19][CH:20]([OH:29])[CH2:21][O:22][CH2:23][CH2:24][O:25][CH2:26][CH2:27][OH:28].[F-].C([N+](CCCC)(CCCC)CCCC)CCC>C1COCC1>[C:1]([OH:6])(=[O:5])[C:2]([CH3:4])=[CH2:3].[C:11]([OH:16])(=[O:15])[C:12]([CH3:14])=[CH2:13].[CH3:17][CH2:18][O:19][CH:20]([OH:29])[CH2:21][O:22][CH2:23][CH2:24][O:25][CH2:26][CH2:27][OH:28] |f:1.2,3.4,7.8|. Procedure: The solution of poly(trimethylsilyl methacrylate [48 mol %]-b-benzyl methacrylate [37 mol %]-b-ethoxytriethylene glycol methacrylate [15 mol % ]) was refluxed for 12 hr with 150 mL of 0.03 M methanolic tetrabutylammonium fluoride and an additional 100 mL of THF. After evaporation in a rotary evaporator under reduced pressure, the residual polymer was dried for 48 hr in a vacuum oven at 50° C. to give 186.3 g of poly(methacrylic acid [48 mol %]-b-benzyl methacrylate [37 mol %]-b-ethoxytriethylene... The reactants are C[Si](C#CCCCCCCCCC(=O)O)(C)C (11-trimethylsilyl-10-undecynoic acid). The reagents and catalysts are [C].[Pd] (palladium-carbon). Solvent: C(C)(=O)OCC (ethyl acetate). Reaction conditions: time 12 hour. The product is C[Si](CCCCCCCCCCC(=O)O)(C)C (11-trimethylsilylundecanoic acid). Isolated yield 89.9%. As a reaction SMILES: [CH3:1][Si:2]([CH3:17])([CH3:16])[C:3]#[C:4][CH2:5][CH2:6][CH2:7][CH2:8][CH2:9][CH2:10][CH2:11][CH2:12][C:13]([OH:15])=[O:14]>C(OCC)(=O)C.[C].[Pd]>[CH3:17][Si:2]([CH3:1])([CH3:16])[CH2:3][CH2:4][CH2:5][CH2:6][CH2:7][CH2:8][CH2:9][CH2:10][CH2:11][CH2:12][C:13]([OH:15])=[O:14] |f:2.3|. Procedure: At the same time, 11-trimethylsilyl-10-undecynoic acid (0.23 g) was dissolved in ethyl acetate (5 ml), and 10% palladium-carbon (10 mg) was added to the solution. After the air within the reactor was purged with hydrogen, the mixture was stirred at room temperature for 12 hours. Then, the mixture was filtered, and the filtrate was concentrated to give 11-trimethylsilylundecanoic acid (0.21 g). Reactants: CC(C)(C)OC(=O)CBr, CCCC[N+](CCCC)(CCCC)CCCC, Cc1ccccc1, CCOC(C)=O, Cl, [Na+], [OH-], CCCc1c(Cc2ccc(-c3ccccc3C#N)cc2)c(=O)n(C2CCC(O)CC2)c2ccnn12, O=S(=O)([O-])O. The product is CCCc1c(Cc2ccc(-c3ccccc3C#N)cc2)c(=O)n(C2CCC(OCC(=O)OC(C)(C)C)CC2)c2ccnn12. Reaction SMILES: [Br:38][CH2:39][C:40](=[O:41])[O:42][C:43]([CH3:44])([CH3:45])[CH3:46].[CH2:53]([N+:54]([CH2:55][CH2:56][CH2:57][CH3:58])([CH2:59][CH2:60][CH2:61][CH3:62])[CH2:63][CH2:64][CH2:65][CH3:66])[CH2:67][CH2:68][CH3:69].[CH3:70][c:71]1[cH:72][cH:73][cH:74][cH:75][cH:76]1.[CH3:77][CH2:78][O:79][C:80](=[O:81])[CH3:82].[ClH:47].[Na+:37].[OH-:36].[OH:1][CH:2]1[CH2:3][CH2:4][CH:5]([n:8]2[c:9]3[n:10]([c:11]([CH2:30][CH2:31][CH3:32])[c:12]([CH2:15][c:16]4[cH:17][cH:18][c:19](-[c:22]5[c:23]([C:28]#[N:29])[cH:24][cH:25][cH:26][cH:27]5)[cH:20][cH:21]4)[c:13]2=[O:14])[n:33][cH:34][cH:35]3)[CH2:6][CH2:7]1.[S:48]([O-:49])([OH:50])(=[O:51])=[O:52]>>[O:1]([CH:2]1[CH2:3][CH2:4][CH:5]([n:8]2[c:9]3[n:10]([c:11]([CH2:30][CH2:31][CH3:32])[c:12]([CH2:15][c:16]4[cH:17][cH:18][c:19](-[c:22]5[c:23]([C:28]#[N:29])[cH:24][cH:25][cH:26][cH:27]5)[cH:20][cH:21]4)[c:13]2=[O:14])[n:33][cH:34][cH:35]3)[CH2:6][CH2:7]1)[CH2:39][C:40](=[O:41])[O:42][C:43]([CH3:44])([CH3:45])[CH3:46]. Starting materials: resultant solution, CCCCCC (n-hexane), C(CCC)[Li] (n-butyllithium), C[Si](N([Si](C)(C)C)C1=CC=CC(=N1)C)(C)C (6-[N,N-bis(trimethylsilyl)amino]-2-methylpyridine), C(=O)=O (dry ice). The solvent is O1CCCC1 (tetrahydrofuran). Conditions: time 1 hour. The product is NC1=CC=CC(=N1)CC(=O)OCC (ethyl 2-(6-aminopyridin-2-yl)acetate). Yield: 42.3%. RXN SMILES: CCCC[CH2:5][CH3:6].C([Li])CCC.C[Si](C)(C)[N:14]([C:19]1[N:24]=[C:23]([CH3:25])[CH:22]=[CH:21][CH:20]=1)[Si](C)(C)C.[C:28](=[O:30])=[O:29]>O1CCCC1>[NH2:14][C:19]1[N:24]=[C:23]([CH2:25][C:28]([O:30][CH2:5][CH3:6])=[O:29])[CH:22]=[CH:21][CH:20]=1. Procedure: A 15% n-hexane solution (338.6 g.) of n-butyllithium was dropwise added to a solution of 6-[N,N-bis(trimethylsilyl)amino]-2-methylpyridine (100 g.) in anhydrous tetrahydrofuran (300 ml.) at -20° to -30° C. over one hour and the solution was stirred at 20° to 23° C. for one hour. The resultant solution was added in small portions to crushed dry ice (1 kg.) under stirring, and stirred till a room temperature. After removing tetrahydrofuran from the solution under reduced pressure, absolute ethanol... Reactants: C(C)S(=O)(=O)C=1C=C(C=CC1)C1=C2C3=C(NC2=CC(=C1)CO)N=CC(=C3)C ([5-(3-Ethanesulfonyl-phenyl)-3-methyl-9H-pyrido[2,3-b]indol-7-yl]-methanol), N1CCOCC1 (morpholine), C(C)S(=O)(=O)C=1C=C(C=CC1)C1=C2C3=C(NC2=CC(=C1)CN(C)C)N=CC(=C3)C ([5-(3-Ethanesulfonyl-phenyl)-3-methyl-9H-pyrido[2,3-b]indol-7-ylmethyl]-dimethyl-amine). Product: C(C)S(=O)(=O)C=1C=C(C=CC1)C1=C2C3=C(NC2=CC(=C1)CN1CCOCC1)N=CC(=C3)C (5-(3-Ethanesulfonyl-phenyl)-3-methyl-7-morpholin-4-ylmethyl-9H-pyrido[2,3-b]indole). Reaction SMILES: [CH2:1]([S:3]([C:6]1[CH:7]=[C:8]([C:12]2[CH:20]=[C:19]([CH2:21]O)[CH:18]=[C:17]3[C:13]=2[C:14]2[CH:26]=[C:25]([CH3:27])[CH:24]=[N:23][C:15]=2[NH:16]3)[CH:9]=[CH:10][CH:11]=1)(=[O:5])=[O:4])[CH3:2].[NH:28]1[CH2:33][CH2:32][O:31][CH2:30][CH2:29]1.C(S(C1C=C(C2C=C(CN(C)C)C=C3C=2C2C=C(C)C=NC=2N3)C=CC=1)(=O)=O)C>>[CH2:1]([S:3]([C:6]1[CH:7]=[C:8]([C:12]2[CH:20]=[C:19]([CH2:21][N:28]3[CH2:33][CH2:32][O:31][CH2:30][CH2:29]3)[CH:18]=[C:17]3[C:13]=2[C:14]2[CH:26]=[C:25]([CH3:27])[CH:24]=[N:23][C:15]=2[NH:16]3)[CH:9]=[CH:10][CH:11]=1)(=[O:5])=[O:4])[CH3:2]. Reported procedure: The title compound was prepared from Compound 133 and morpholine according to the procedure outline for the preparation of Compound 134. 1H NMR (400 MHz, CD3OD) δ 8.42 (br s, 1H), 8.24 (s, 1H), 8.14 (d, 1H, J=7.6 Hz), 8.03 (d, 1H, J=7.6 Hz), 7.97 (s, 1H), 7.90 (t, 1H, J=7.6 Hz), 7.87 (s, 1H), 7.48 (s, 1H), 4.62 (s, 2H), 4.00-4.09 (m, 2H), 3.71-3.80 (m, 2H), 3.41-3.50 (m, 2H), 3.27-3.32 (m, 4H), 2.39 (s, 3H), 1.29 (t, 3H, J=7.2 Hz). MS (ES) [m+H] calc'd for C25H27N3O3S, 450; found 450.